From a dataset of the Open Reaction Database (ORD), a public repository of structured organic reaction records. describe an organic reaction: reactants, conditions, products, and yield Starting materials: C(C)C=1NC2=C(N1)C=CC=C2 (2-ethylbenzimidazole), ClC1=NC(=C2N=C(N(C2=N1)C)CN1CC(C1)O)N1CCOCC1 (1-((2-chloro-9-methyl-6-morpholino-9H-purin-8-yl)methyl)azetidin-3-ol). Product: C(C)C1=NC2=C(N1C1=NC(=C3N=C(N(C3=N1)C)CN1CC(C1)O)N1CCOCC1)C=CC=C2 (1-((2-(2-ethyl-1H-benzo[d]imidazol-1-yl)-9-methyl-6-morpholino-9H-purin-8-yl)methyl)azetidin-3-ol). As a reaction SMILES: [CH2:1]([C:3]1[NH:4][C:5]2[CH:11]=[CH:10][CH:9]=[CH:8][C:6]=2[N:7]=1)[CH3:2].Cl[C:13]1[N:21]=[C:20]2[C:16]([N:17]=[C:18]([CH2:23][N:24]3[CH2:27][CH:26]([OH:28])[CH2:25]3)[N:19]2[CH3:22])=[C:15]([N:29]2[CH2:34][CH2:33][O:32][CH2:31][CH2:30]2)[N:14]=1>>[CH2:1]([C:3]1[N:4]([C:13]2[N:21]=[C:20]3[C:16]([N:17]=[C:18]([CH2:23][N:24]4[CH2:25][CH:26]([OH:28])[CH2:27]4)[N:19]3[CH3:22])=[C:15]([N:29]3[CH2:30][CH2:31][O:32][CH2:33][CH2:34]3)[N:14]=2)[C:5]2[CH:11]=[CH:10][CH:9]=[CH:8][C:6]=2[N:7]=1)[CH3:2]. Procedure: Following General Procedure I for Buchwald coupling, 2-ethylbenzimidazole and 1-((2-chloro-9-methyl-6-morpholino-9H-purin-8-yl)methyl)azetidin-3-ol were reacted to give 524. LCMS m/z: 449.2 (MH+)